This data is from the Open Reaction Database (ORD), a public repository of structured organic reaction records. The task is: describe an organic reaction: reactants, conditions, products, and yield The product is C(C1=CC=CC=C1)OC=1C=C(C=CC1OC)C1=CN(C=2N=CN=C(C21)N)C2=CC(=CC=C2)OCCN2C=NC=C2 (5-(3-benzyloxy-4-methoxyphenyl)-7-[3-(2-(1-imidazolyl)ethoxy)phenyl]-4-amino-pyrrolo[2,3-d]pyrimidine). As a reaction SMILES: [CH2:1]([O:8][C:9]1[CH:10]=[C:11]([C:17]2[C:25]3[C:24]([NH2:26])=[N:23][CH:22]=[N:21][C:20]=3[N:19]([C:27]3[CH:32]=[CH:31][CH:30]=[C:29]([O:33][CH2:34][CH2:35]Cl)[CH:28]=3)[CH:18]=2)[CH:12]=[CH:13][C:14]=1[O:15][CH3:16])[C:2]1[CH:7]=[CH:6][CH:5]=[CH:4][CH:3]=1.[NH:37]1[CH:41]=[CH:40][N:39]=[CH:38]1.[Na]>CN(C=O)C>[CH2:1]([O:8][C:9]1[CH:10]=[C:11]([C:17]2[C:25]3[C:24]([NH2:26])=[N:23][CH:22]=[N:21][C:20]=3[N:19]([C:27]3[CH:32]=[CH:31][CH:30]=[C:29]([O:33][CH2:34][CH2:35][N:37]4[CH:41]=[CH:40][N:39]=[CH:38]4)[CH:28]=3)[CH:18]=2)[CH:12]=[CH:13][C:14]=1[O:15][CH3:16])[C:2]1[CH:7]=[CH:6][CH:5]=[CH:4][CH:3]=1 |f:1.2,^1:41|. Reaction conditions: time 8 hour. Reported procedure: 1.1 g of 5-(3-benzyloxy-4-methoxyphenyl)-7-[3-(2-chloro-1-ethoxy)phenyl]-4-aminopyrrolo-[2,3-d]pyrimidine and 0.3 g of sodium imidazole are heated to 85° C. in 30 ml of DMF and the mixture is stirred for 8 h. It is then cooled to RT and concentrated. After chromatography on silica gel, 5-(3-benzyloxy-4-methoxyphenyl)-7-[3-(2-(1-imidazolyl)ethoxy)phenyl]-4-amino-pyrrolo[2,3-d]pyrimidine having an m.p. of 150° C. is obtained. Solvent: CN(C)C=O (DMF). Reactants: C(C1=CC=CC=C1)OC=1C=C(C=CC1OC)C1=CN(C=2N=CN=C(C21)N)C2=CC(=CC=C2)OCCCl (5-(3-benzyloxy-4-methoxyphenyl)-7-[3-(2-chloro-1-ethoxy)phenyl]-4-aminopyrrolo-[2,3-d]pyrimidine), N1C=NC=C1.[Na] (sodium imidazole). Starting materials: [Cl-].[NH4+] (ammonium chloride), C([O-])([O-])=O.[Cs+].[Cs+] (Cesium carbonate), ICCF (1-iodo-2-fluoroethane), OC=1N=CC(=NC1)C(=O)OC (methyl 5-hydroxypyrazine-2-carboxylate). The solvent is C(C)(=O)OCC (ethyl acetate), CN(C)C=O (DMF). Reaction conditions: time 20 hour. Yields the product FCCOC=1N=CC(=NC1)C(=O)OC (methyl 5-(2-fluoroethoxy)pyrazine-2-carboxylate). Yield: 15.4%. Reaction SMILES: C(=O)([O-])[O-].[Cs+].[Cs+].I[CH2:8][CH2:9][F:10].[OH:11][C:12]1[N:13]=[CH:14][C:15]([C:18]([O:20][CH3:21])=[O:19])=[N:16][CH:17]=1.[Cl-].[NH4+]>CN(C=O)C.C(OCC)(=O)C>[F:10][CH2:9][CH2:8][O:11][C:12]1[N:13]=[CH:14][C:15]([C:18]([O:20][CH3:21])=[O:19])=[N:16][CH:17]=1 |f:0.1.2,5.6|. Reported procedure: Cesium carbonate (6.34 g) and 1-iodo-2-fluoroethane (2.26 g) were added to a solution of methyl 5-hydroxypyrazine-2-carboxylate (1 g) in DMF (30 mL), and the mixture was stirred at room temperature for 20 hours. Aqueous ammonium chloride and ethyl acetate were added to the reaction solution, and the organic layer was separated. The organic layer was washed with saturated aqueous sodium chloride and then dried over anhydrous magnesium sulfate. The organic layer was concentrated under reduced pres... Starting materials: CC1=C(OCC2=C(C=CC=C2)C(C(=O)NC)=O)C=C(C=C1)C (2-[2-(2,5-dimethylphenoxymethyl)phenyl]-N-methyl-2-oxoacetamide), CO (methanol), Cl.O(C)N (methoxylamine hydrochloride). The solvent is O (water). Yields the product CC1=C(OCC2=C(C=CC=C2)C(C(=O)NC)=NOC)C=C(C=C1)C (2-[2-(2,5-dimethylphenoxymethyl)phenyl] -2-methoxyimino-N-methylacetamide). Isolated yield 95.3%. RXN SMILES: [CH3:1][C:2]1[CH:21]=[CH:20][C:19]([CH3:22])=[CH:18][C:3]=1[O:4][CH2:5][C:6]1[CH:11]=[CH:10][CH:9]=[CH:8][C:7]=1[C:12](=O)[C:13]([NH:15][CH3:16])=[O:14].CO.Cl.[O:26]([NH2:28])[CH3:27]>O>[CH3:1][C:2]1[CH:21]=[CH:20][C:19]([CH3:22])=[CH:18][C:3]=1[O:4][CH2:5][C:6]1[CH:11]=[CH:10][CH:9]=[CH:8][C:7]=1[C:12](=[N:28][O:26][CH3:27])[C:13]([NH:15][CH3:16])=[O:14] |f:2.3|. Procedure: To 2-[2-(2,5-dimethylphenoxymethyl)phenyl]-N-methyl-2-oxoacetamide (0.27 g, 0.9 mmol), added were methanol (2.0 ml) and methoxylamine hydrochloride (0.15 g, 1.8 mmol), and the reaction mixture was heated under reflux for 4 hours. After completion of the reaction, water (100 ml) was added to the reaction mixture which was then extracted with methylene chloride. The extract was dried over anhydrous magnesium sulfate and concentrated under reduced pressure. The residue was purified by silica gel ch...